This data is from the Open Reaction Database (ORD), a public repository of structured organic reaction records. The task is: describe an organic reaction: reactants, conditions, products, and yield Starting materials: BrC1=CC=C(C(=O)C2=C(C(=O)O)C=CC(=C2)Cl)C=C1 (2-(4-bromobenzoyl)-4-chlorobenzoic acid), CS(=O)(=O)C1=CC=C(CNCC(CC)O)C=C1 (1-(4-methanesulfonylbenzylamino)butan-2-ol), O.ON1N=NC2=C1C=CC=C2 (1-hydroxy-1H-benzotriazole monohydrate), Cl.C(C)N=C=NCCCN(C)C (1-ethyl-3-(3-dimethylaminopropyl)carbodiimide hydrochloride). The solvent is C(C)#N (acetonitrile). Reaction conditions: time 18 hour. The product is BrC1=CC=C(C(=O)C2=C(C(=O)N(CC3=CC=C(C=C3)S(=O)(=O)C)CC(CC)O)C=CC(=C2)Cl)C=C1 (2-(4-bromobenzoyl)-4-chloro-N-(2-hydroxybutyl)-N-(4-methanesulfonylbenzyl)benzamide). Yield: 43.0%. Reaction SMILES: [Br:1][C:2]1[CH:19]=[CH:18][C:5]([C:6]([C:8]2[CH:16]=[C:15]([Cl:17])[CH:14]=[CH:13][C:9]=2[C:10]([OH:12])=O)=[O:7])=[CH:4][CH:3]=1.[CH3:20][S:21]([C:24]1[CH:36]=[CH:35][C:27]([CH2:28][NH:29][CH2:30][CH:31]([OH:34])[CH2:32][CH3:33])=[CH:26][CH:25]=1)(=[O:23])=[O:22].O.ON1C2C=CC=CC=2N=N1.Cl.C(N=C=NCCCN(C)C)C>C(#N)C>[Br:1][C:2]1[CH:3]=[CH:4][C:5]([C:6]([C:8]2[CH:16]=[C:15]([Cl:17])[CH:14]=[CH:13][C:9]=2[C:10]([N:29]([CH2:30][CH:31]([OH:34])[CH2:32][CH3:33])[CH2:28][C:27]2[CH:26]=[CH:25][C:24]([S:21]([CH3:20])(=[O:23])=[O:22])=[CH:36][CH:35]=2)=[O:12])=[O:7])=[CH:18][CH:19]=1 |f:2.3,4.5|. Reported procedure: [Step 1] To a mixture of 4-chlorophthalic acid anhydride (25.3 g) and bromobenzene (200 ml) was added aluminum chloride (37.1 g) at room temperature with stirring and the mixture was stirred at the same temperature for 1 hr. and then stirred at 100° C. for 30 min. After cooling the reaction mixture, the mixture was diluted with ethyl acetate and was added to ice water. To this mixture, conc. hydrochloric acid (20 ml) was added and the mixture was stirred at room temperature for 1 hr. and the org... The reactants are BrC(C(=CC(=O)OCC)OC)C (ethyl 4-bromo-3-methoxy-2-pentenoate), C(=O)([O-])[O-].[K+].[K+] (K2CO3), [N+](=O)([O-])C1=C(OC2=CC=C(C=C2)O)C=CC(=C1)C(F)(F)F (4-(2-nitro-4-trifluoromethylphenoxy)phenol). Solvent: CC(=O)C (acetone). Product: [N+](=O)([O-])C1=C(OC2=CC=C(OC(C(=CC(=O)OCC)OC)C)C=C2)C=CC(=C1)C(F)(F)F (ethyl 4-[4-(2-nitro-4-trifluoromethylphenoxy)phenoxy]-3-methoxy-2-pentenoate). RXN SMILES: [N+:1]([C:4]1[CH:17]=[C:16]([C:18]([F:21])([F:20])[F:19])[CH:15]=[CH:14][C:5]=1[O:6][C:7]1[CH:12]=[CH:11][C:10]([OH:13])=[CH:9][CH:8]=1)([O-:3])=[O:2].Br[CH:23]([CH3:33])[C:24]([O:31][CH3:32])=[CH:25][C:26]([O:28][CH2:29][CH3:30])=[O:27].C([O-])([O-])=O.[K+].[K+]>CC(C)=O>[N+:1]([C:4]1[CH:17]=[C:16]([C:18]([F:19])([F:20])[F:21])[CH:15]=[CH:14][C:5]=1[O:6][C:7]1[CH:12]=[CH:11][C:10]([O:13][CH:23]([CH3:33])[C:24]([O:31][CH3:32])=[CH:25][C:26]([O:28][CH2:29][CH3:30])=[O:27])=[CH:9][CH:8]=1)([O-:3])=[O:2] |f:2.3.4|. Procedure details: A mixture of 4-(2-nitro-4-trifluoromethylphenoxy)phenol (9.36 mm)., ethyl 4-bromo-3-methoxy-2-pentenoate (12 mm.) and K2CO3 (14 mm.) in acetone (20 ml.) is refluxed for 24 hours. After filtration, the filtrate is concentrated and the oily residue chromatographed on silica gel to yield ethyl 4-[4-(2-nitro-4-trifluoromethylphenoxy)phenoxy]-3-methoxy-2-pentenoate. Reactants: CC1=C(N=C(N1)C=1C=NC=CC1)C(=O)NN (5-methyl-2-(3-pyridinyl)-1H-imidazole-4-carboxylic acid, hydrazide), C(C)OC(OCC)OCC (triethoxymethane). Solvent: C(C)O (ethanol). Run at temperature 220 celsius, time 30 minute. The product is CC=1N=C(N2C=NNC(C21)=O)C=2C=NC=CC2 (8-Methyl-6-(3-pyridinyl)imidazo[1,5-d]-1,2,4-triazin-1(2H)-one). As a reaction SMILES: [CH3:1][C:2]1[NH:6][C:5]([C:7]2[CH:8]=[N:9][CH:10]=[CH:11][CH:12]=2)=[N:4][C:3]=1[C:13]([NH:15][NH2:16])=[O:14].[CH2:17](OC(OCC)OCC)C>C(O)C>[CH3:1][C:2]1[N:6]=[C:5]([C:7]2[CH:8]=[N:9][CH:10]=[CH:11][CH:12]=2)[N:4]2[C:3]=1[C:13](=[O:14])[NH:15][N:16]=[CH:17]2. Procedure: A 5 g portion of 5-methyl-2-(3-pyridinyl)-1H-imidazole-4-carboxylic acid, hydrazide in 100 ml of triethoxymethane was stirred at reflux for 18 hours in an oil bath at 220° C. The volatiles were boiled off as the temperature of the oil bath rose to 250°-260° C. The residue in the flask melted, then solidified, was kept at 250°-260° C. for 30 minutes and then cooled to room temperature. The solid was boiled in 200 ml of ethanol, the solid collected, dissolved in 100 ml of boiling methyl cellosolve... The reactants are CN1CCNCC1, CN(C)C=O, CN1CC2=C(Cl)C=CN=C3C=CC(=CC#N)CC32C1. Product: CN1CCN(C2=C3CN(C)CC34CC(=CC#N)C=CC4=NC=C2)CC1. Reaction SMILES: [CH3:20][N:21]1[CH2:22][CH2:23][NH:24][CH2:25][CH2:26]1.[CH3:27][N:28]([CH3:29])[CH:30]=[O:31].[Cl:1][C:2]1=[C:8]2[C:7]3([C:6](=[N:5][CH:4]=[CH:3]1)[CH:16]=[CH:15][C:14](=[CH:17][C:18]#[N:19])[CH2:13]3)[CH2:11][N:10]([CH3:12])[CH2:9]2>>[C:2]1([N:24]2[CH2:23][CH2:22][N:21]([CH3:20])[CH2:26][CH2:25]2)=[C:8]2[C:7]3([C:6](=[N:5][CH:4]=[CH:3]1)[CH:16]=[CH:15][C:14](=[CH:17][C:18]#[N:19])[CH2:13]3)[CH2:11][N:10]([CH3:12])[CH2:9]2. Reactants: [BH3-]C#N, C=O, CO, Cl, CCOC(=O)c1cn(C2CCNC2)c2ccc(I)cc2c1=O, [Na+], O. The product is CCOC(=O)c1cn(C2CCN(C)C2)c2ccc(I)cc2c1=O. RXN SMILES: [C:27]([BH3-:28])#[N:29].[CH2:24]=[O:25].[CH3:31][OH:32].[ClH:1].[I:2][c:3]1[cH:4][c:5]2[c:6](=[O:23])[c:7]([C:18](=[O:19])[O:20][CH2:21][CH3:22])[cH:8][n:9]([CH:13]3[CH2:14][NH:15][CH2:16][CH2:17]3)[c:10]2[cH:11][cH:12]1.[Na+:30].[OH2:26]>>[I:2][c:3]1[cH:4][c:5]2[c:6](=[O:23])[c:7]([C:18](=[O:19])[O:20][CH2:21][CH3:22])[cH:8][n:9]([CH:13]3[CH2:14][N:15]([CH3:27])[CH2:16][CH2:17]3)[c:10]2[cH:11][cH:12]1.